From a dataset of the Open Reaction Database (ORD), a public repository of structured organic reaction records. describe an organic reaction: reactants, conditions, products, and yield The reactants are OCCBr, O=C([O-])[O-], CC#N, [K+], [K+], O=Cc1ccc(O)cc1. The product is O=Cc1ccc(OCCO)cc1. Reaction SMILES: [Br:1][CH2:2][CH2:3][OH:4].[C:5](=[O:6])([O-:7])[O-:8].[CH3:20][C:21]#[N:22].[K+:10].[K+:9].[OH:11][c:12]1[cH:13][cH:14][c:15]([CH:16]=[O:17])[cH:18][cH:19]1>>[CH2:2]([CH2:3][OH:4])[O:11][c:12]1[cH:13][cH:14][c:15]([CH:16]=[O:17])[cH:18][cH:19]1. Reactants: CNC(=O)c1cccc(-c2cnn3c(Br)cnc3c2)c1, O=C([O-])[O-], COCCOC, OB(O)c1ccnc(Cl)c1, [Na+], [Na+], O, Cl[Pd]Cl, c1ccc(P(c2ccccc2)c2ccccc2)cc1, c1ccc(P(c2ccccc2)c2ccccc2)cc1. The product is CNC(=O)c1cccc(-c2cnn3c(-c4ccnc(Cl)c4)cnc3c2)c1. As a reaction SMILES: [Br:1][c:2]1[cH:3][n:4][c:5]2[n:6]1[n:7][cH:8][c:9](-[c:11]1[cH:12][c:13]([C:14](=[O:15])[NH:16][CH3:17])[cH:18][cH:19][cH:20]1)[cH:10]2.[C:32](=[O:33])([O-:34])[O-:35].[CH3:38][O:39][CH2:40][CH2:41][O:42][CH3:43].[Cl:21][c:22]1[n:23][cH:24][cH:25][c:26]([B:28]([OH:29])[OH:30])[cH:27]1.[Na+:36].[Na+:37].[OH2:31].[Pd:44]([Cl:45])[Cl:46].[c:47]1([P:48]([c:49]2[cH:50][cH:51][cH:52][cH:53][cH:54]2)[c:55]2[cH:56][cH:57][cH:58][cH:59][cH:60]2)[cH:61][cH:62][cH:63][cH:64][cH:65]1.[c:66]1([P:67]([c:68]2[cH:69][cH:70][cH:71][cH:72][cH:73]2)[c:74]2[cH:75][cH:76][cH:77][cH:78][cH:79]2)[cH:80][cH:81][cH:82][cH:83][cH:84]1>>[c:2]1(-[c:26]2[cH:25][cH:24][n:23][c:22]([Cl:21])[cH:27]2)[cH:3][n:4][c:5]2[n:6]1[n:7][cH:8][c:9](-[c:11]1[cH:12][c:13]([C:14](=[O:15])[NH:16][CH3:17])[cH:18][cH:19][cH:20]1)[cH:10]2. Procedure: To a suspension of sodium hydride (360 mg; 7.5 mmole; 50% oil dispersion/prewashed with dry ether several times) in dry dimethylformamide (30 ml), cooled at 0°-5° C. was added a solution of 1,3,4,5-tetrahydro-3-(methoxycarbonyl)-4-(methoxyphenyl)-7-(trifluoromethyl)-2H-1-benzazepin-2-one (1.9 g; 5 mmole) in dry dimethylformamide (15 ml) dropwise and with stirring. The mixture was stirred for an additional 20 minutes at 0°-5° C., whereupon bromomethylmethyl ether (800 μl; 10 mmole) was added drop... Isolated yield 76.4%. Reactants: COC(=O)C1C(NC2=C(CC1C1=C(C=CC=C1)OC)C=C(C=C2)C(F)(F)F)=O (1,3,4,5-tetrahydro-3-(methoxycarbonyl)-4-(methoxyphenyl)-7-(trifluoromethyl)-2H-1-benzazepin-2-one), [H-].[Na+] (sodium hydride), BrCOC (bromomethylmethyl ether). As a reaction SMILES: [H-].[Na+].[CH3:3][O:4][C:5]([CH:7]1[CH:13]([C:14]2[CH:19]=[CH:18][CH:17]=[CH:16][C:15]=2[O:20][CH3:21])[CH2:12][C:11]2[CH:22]=[C:23]([C:26]([F:29])([F:28])[F:27])[CH:24]=[CH:25][C:10]=2[NH:9][C:8]1=[O:30])=[O:6].Br[CH2:32][O:33][CH3:34]>CN(C)C=O>[CH3:3][O:4][C:5]([CH:7]1[CH:13]([C:14]2[CH:19]=[CH:18][CH:17]=[CH:16][C:15]=2[O:20][CH3:21])[CH2:12][C:11]2[CH:22]=[C:23]([C:26]([F:29])([F:27])[F:28])[CH:24]=[CH:25][C:10]=2[N:9]([CH2:32][O:33][CH3:34])[C:8]1=[O:30])=[O:6] |f:0.1|. The solvent is CN(C=O)C (dimethylformamide), CN(C=O)C (dimethylformamide). Yields the product COC(=O)C1C(N(C2=C(CC1C1=C(C=CC=C1)OC)C=C(C=C2)C(F)(F)F)COC)=O (1,3,4,5-Tetrahydro-3-(methoxycarbonyl)-1-(methoxymethyl)-4-(methoxyphenyl)-7-(trifluoromethyl)-2H-1-benzazepin-2-one). Reactants: C(=O)(C(F)(F)F)O (TFA), ClC=1C=NC=C(C1C=1CCN(CC1)C(=O)OC(C)(C)C)F (tert-butyl 4-(3-chloro-5-fluoro-4-pyridyl)-3,6-dihydro-2H-pyridine-1-carboxylate). Solvent: C(Cl)Cl (DCM). Run at time 2 hour. Product: ClC=1C=NC=C(C1C=1CCNCC1)F (3′-chloro-5′-fluoro-1,2,3,6-tetrahydro-4,4′-bipyridine). The yield is 97.2%. Reaction SMILES: C(O)(C(F)(F)F)=O.[Cl:8][C:9]1[CH:10]=[N:11][CH:12]=[C:13]([F:28])[C:14]=1[C:15]1[CH2:16][CH2:17][N:18](C(OC(C)(C)C)=O)[CH2:19][CH:20]=1>C(Cl)Cl>[Cl:8][C:9]1[CH:10]=[N:11][CH:12]=[C:13]([F:28])[C:14]=1[C:15]1[CH2:16][CH2:17][NH:18][CH2:19][CH:20]=1. Reported procedure: TFA (2 mL, 25.96 mmol) was added to a stirred solution of tert-butyl 4-(3-chloro-5-fluoro-4-pyridyl)-3,6-dihydro-2H-pyridine-1-carboxylate (708 mg, 2.264 mmol) in DCM (10 mL) and the reaction stirred at ambient temperature for 2 hours. The solvent was removed in vacuo and the residue azeotroped with DCM (×2) and ether (×2). The residue was passed through a 10 g SCX-2 cartridge and washed with MeOH/DCM mixtures. The product was eluted by washing the cartridge with 2M NH3 in MeOH/DCM mixtures and ... Yields the product ClC1=NC=C2C(C(=CN(C2=C1Cl)C(CO)C)C(=O)OCC)=O (Ethyl 7,8-dichloro-1-(1-hydroxy-2-propyl)-1,4-dihydro-4-oxo-1,6-naphthyridine-3-carboxylate). As a reaction SMILES: Cl[C:2]1[C:7]([C:8]([C:10](=[CH:16][NH:17][CH:18]([CH3:21])[CH2:19][OH:20])[C:11]([O:13][CH2:14][CH3:15])=[O:12])=[O:9])=[CH:6][N:5]=[C:4]([Cl:22])[C:3]=1[Cl:23].C(=O)([O-])[O-].[K+].[K+]>CN(C=O)C>[Cl:22][C:4]1[C:3]([Cl:23])=[C:2]2[C:7]([C:8](=[O:9])[C:10]([C:11]([O:13][CH2:14][CH3:15])=[O:12])=[CH:16][N:17]2[CH:18]([CH3:21])[CH2:19][OH:20])=[CH:6][N:5]=1 |f:1.2.3|. Solvent: CN(C)C=O (DMF). Starting materials: ClC1=C(C(=NC=C1C(=O)C(C(=O)OCC)=CNC(CO)C)Cl)Cl (ethyl 2-(4,5,6-trichloronicotinoyl)-3-(1-hydroxy-2-propyl)amino-acrylate), C([O-])([O-])=O.[K+].[K+] (potassium carbonate), Ice water. Procedure details: 5.2 g (0.014 mol) of ethyl 2-(4,5,6-trichloronicotinoyl)-3-(1-hydroxy-2-propyl)amino-acrylate are stirred with 2.3 g (0.0167 mol) of potassium carbonate in 28 ml of DMF at room temperature overnight. Ice-water is added to the mixture and the product is isolated. The mother liquor is extracted with chloroform and the organic phase is concentrated on a rotary evaporator. The crude products are stirred up with acetonitrile.